Task: describe an organic reaction: reactants, conditions, products, and yield. Dataset: the Open Reaction Database (ORD), a public repository of structured organic reaction records Yields the product CC1=CC=CC(=N1)NC=1SC=CC1C(=O)N (2-[(6-Methylpyridin-2-yl)amino]thiophene-3-carboxamide). Starting materials: NC=1SC=CC1C(=O)N (2-aminothiophene-3-carboxamide), C([O-])([O-])=O.[K+].[K+] (potassium carbonate), C1(CCCCC1)P(C1=C(C=CC=C1)C1=C(C=C(C=C1C(C)C)C(C)C)C(C)C)C1CCCCC1 (2-dicyclohexylphosphino-2′,4′,6′-triisopropyl-1,1-biphenyl), bis(triphenylphosphine), BrC1=NC(=CC=C1)C (2-bromo-6-methylpyridine), C1(CCCCC1)P(C1=C(C=CC=C1)C1=C(C=C(C=C1C(C)C)C(C)C)C(C)C)C1CCCCC1 (2-dicylohexylphosphino-2′,4′,6′-triisopropyl-1,1-biphenyl), bis(triphenylphosphine). As a reaction SMILES: [NH2:1][C:2]1[S:3][CH:4]=[CH:5][C:6]=1[C:7]([NH2:9])=[O:8].C(=O)([O-])[O-].[K+].[K+].C1(P(C2CCCCC2)C2C=CC=CC=2C2C(C(C)C)=CC(C(C)C)=CC=2C(C)C)CCCCC1.Br[C:51]1[CH:56]=[CH:55][CH:54]=[C:53]([CH3:57])[N:52]=1>C(O)(CC)(C)C.C(OCC)(=O)C.C(=O)(O)[O-].[Na+]>[CH3:57][C:53]1[N:52]=[C:51]([NH:1][C:2]2[S:3][CH:4]=[CH:5][C:6]=2[C:7]([NH2:9])=[O:8])[CH:56]=[CH:55][CH:54]=1 |f:1.2.3,8.9|. Run in C(C)(C)(CC)O (tert-amyl alcohol), C(C)(=O)OCC (ethyl acetate), C([O-])(O)=O.[Na+] (sodium bicarbonate). Procedure: A suspension of 2-aminothiophene-3-carboxamide (6.26 g, 44.0 mmol), potassium carbonate (6.08 g, 44.0 mmol), 2-dicyclohexylphosphino-2′,4′,6′-triisopropyl-1,1-biphenyl (0.667 g, 1.40 mmol), dibenyzlideneacetone bis(triphenylphosphine) (0.293 g, 0.32 mmol), and 2-bromo-6-methylpyridine (4.55 mL, 40 mmol) in tert-amyl alcohol (80 mL) in a 250 mL round bottom flask with attached reflux condenser was placed under an argon atmosphere by performing six vacuum/argon flush cycles. The reaction was heate... Reactants: CCC(O)(c1cn(Cc2ccc3c(-c4ccc(F)cc4)cc(Cl)nc3c2)nn1)C(F)(F)F, [O-]CC(F)(F)F, [Na+], CN(C)C=O. The product is CCC(O)(c1cn(Cc2ccc3c(-c4ccc(F)cc4)cc(OCC(F)(F)F)nc3c2)nn1)C(F)(F)F. RXN SMILES: [Cl:1][c:2]1[n:3][c:4]2[cH:5][c:6]([CH2:19][n:20]3[n:21][n:22][c:23]([C:25]([C:26]([F:27])([F:28])[F:29])([CH2:30][CH3:31])[OH:32])[cH:24]3)[cH:7][cH:8][c:9]2[c:10](-[c:12]2[cH:13][cH:14][c:15]([F:18])[cH:16][cH:17]2)[cH:11]1.[F:33][C:34]([CH2:35][O-:36])([F:37])[F:38].[Na+:39].[O:40]=[CH:41][N:42]([CH3:43])[CH3:44]>>[c:2]1([O:36][CH2:35][C:34]([F:33])([F:37])[F:38])[n:3][c:4]2[cH:5][c:6]([CH2:19][n:20]3[n:21][n:22][c:23]([C:25]([C:26]([F:27])([F:28])[F:29])([CH2:30][CH3:31])[OH:32])[cH:24]3)[cH:7][cH:8][c:9]2[c:10](-[c:12]2[cH:13][cH:14][c:15]([F:18])[cH:16][cH:17]2)[cH:11]1. Reactants: COc1cc(Nc2ncc3c(C)nc(-c4cccc(Br)c4)n3n2)cc(OC)c1OC, C1COCCO1, CC(C)(C)[O-], Nc1ccc(N2CCOCC2)c(Cl)c1, [Na+]. Yields the product COc1cc(Nc2ncc3c(C)nc(-c4cccc(Nc5ccc(N6CCOCC6)c(Cl)c5)c4)n3n2)cc(OC)c1OC. As a reaction SMILES: [Br:1][c:2]1[cH:3][c:4](-[c:8]2[n:9][c:10]([CH3:30])[c:11]3[cH:12][n:13][c:14]([NH:17][c:18]4[cH:19][c:20]([O:28][CH3:29])[c:21]([O:26][CH3:27])[c:22]([O:24][CH3:25])[cH:23]4)[n:15][n:16]23)[cH:5][cH:6][cH:7]1.[CH2:51]1[O:52][CH2:53][CH2:54][O:55][CH2:56]1.[CH3:45][C:46]([CH3:47])([O-:48])[CH3:49].[Cl:31][c:32]1[cH:33][c:34]([NH2:35])[cH:36][cH:37][c:38]1[N:39]1[CH2:40][CH2:41][O:42][CH2:43][CH2:44]1.[Na+:50]>>[c:2]1([NH:35][c:34]2[cH:33][c:32]([Cl:31])[c:38]([N:39]3[CH2:40][CH2:41][O:42][CH2:43][CH2:44]3)[cH:37][cH:36]2)[cH:3][c:4](-[c:8]2[n:9][c:10]([CH3:30])[c:11]3[cH:12][n:13][c:14]([NH:17][c:18]4[cH:19][c:20]([O:28][CH3:29])[c:21]([O:26][CH3:27])[c:22]([O:24][CH3:25])[cH:23]4)[n:15][n:16]23)[cH:5][cH:6][cH:7]1. The product is OC=1C=C2C=CC(=CC2=CC1)C(=O)N1CCOCC1 ((6-Hydroxy-naphthalen-2-yl)-morpholin-4-yl-methanone). The reactants are OC=1C=C2C=CC(=CC2=CC1)C(=O)O (6-hydroxy-2-naphtoic acid), N1CCOCC1 (morpholine). As a reaction SMILES: [OH:1][C:2]1[CH:3]=[C:4]2[C:9](=[CH:10][CH:11]=1)[CH:8]=[C:7]([C:12]([OH:14])=O)[CH:6]=[CH:5]2.[NH:15]1[CH2:20][CH2:19][O:18][CH2:17][CH2:16]1>>[OH:1][C:2]1[CH:3]=[C:4]2[C:9](=[CH:10][CH:11]=1)[CH:8]=[C:7]([C:12]([N:15]1[CH2:20][CH2:19][O:18][CH2:17][CH2:16]1)=[O:14])[CH:6]=[CH:5]2. Reported procedure: The title compound was synthesised from 6-hydroxy-2-naphtoic acid (commercially available) and morpholine (commercially available) according to the procedure described for Example A. MS (m/e): 256.0 (MH−, 100%) Reactants: Cl (HCl), COC1=CC=C(C=C1)C1=NNC2=CC=C(C=C12)C#N (3-(4-methoxyphenyl)-1H-indazole-5-carbonitrile), 10, OO (hydrogen peroxide), [OH-].[Na+] (NaOH). Run in C(C)O (ethanol), O (H2O). Reaction conditions: temperature 50 celsius. Yields the product COC1=CC=C(C=C1)C1=NNC2=CC=C(C=C12)C(=O)N (3-(4-Methoxyphenyl)-1H-indazole-5-carboxamide). Yield: 41.6%. Reaction SMILES: [CH3:1][O:2][C:3]1[CH:8]=[CH:7][C:6]([C:9]2[C:17]3[C:12](=[CH:13][CH:14]=[C:15]([C:18]#[N:19])[CH:16]=3)[NH:11][N:10]=2)=[CH:5][CH:4]=1.[OH:20]O.[OH-].[Na+].Cl>O.C(O)C>[CH3:1][O:2][C:3]1[CH:4]=[CH:5][C:6]([C:9]2[C:17]3[C:12](=[CH:13][CH:14]=[C:15]([C:18]([NH2:19])=[O:20])[CH:16]=3)[NH:11][N:10]=2)=[CH:7][CH:8]=1 |f:2.3|. Procedure details: A mixture of 20 mg (0.080 mmol) of 3-(4-methoxyphenyl)-1H-indazole-5-carbonitrile, 0.428 mL of 95% denatured ethanol, 0.021 mL of H2O, 0.32 mL of 30% aqueous hydrogen peroxide (aq. H2O2) and 0.032 mL of 6.0 N aq. NaOH (0.192 mmol, 2.4 equiv.) was heated at 50° C. for 3 h, and then acidified to pH=6.0 with 0.052 mL of 6.0 N 10 aq. HCl. The mixture was extracted with 2×EtOAc. The combined organics were washed with 2×sat. aq. NaHCO3, dried (Na2SO4), filtered, and concentrated affording the title co... The reactants are ClCCl, CCOCC, CC(O)c1cc(Cl)cc2cn(C3CC3)nc12, N#CC(Cl)(Cl)Cl, C1CCC2=NCCCN2CC1. Yields the product CC(OC(=N)C(Cl)(Cl)Cl)c1cc(Cl)cc2cn(C3CC3)nc12. Reaction SMILES: [CH2:39]([Cl:40])[Cl:41].[CH3:34][CH2:35][O:36][CH2:37][CH3:38].[Cl:1][c:2]1[cH:3][c:4]2[cH:5][n:6]([CH:14]3[CH2:15][CH2:16]3)[n:7][c:8]2[c:9]([CH:11]([CH3:12])[OH:13])[cH:10]1.[Cl:28][C:29]([C:30]#[N:31])([Cl:32])[Cl:33].[N:17]12[CH2:18][CH2:19][CH2:20][N:21]=[C:22]1[CH2:23][CH2:24][CH2:25][CH2:26][CH2:27]2>>[Cl:1][c:2]1[cH:3][c:4]2[cH:5][n:6]([CH:14]3[CH2:15][CH2:16]3)[n:7][c:8]2[c:9]([CH:11]([CH3:12])[O:13][C:30]([C:29]([Cl:28])([Cl:32])[Cl:33])=[NH:31])[cH:10]1. The reactants are CC1=CC=C(C=C1)CC#N (4-methylphenylacetonitrile), C(C)OCC(=O)OCC (ethyl ethoxyacetate), [O-]CC.[Na+] (Sodium ethoxide). Run in C(C)O (ethanol), C(C)O (ethanol). Run at time 1 hour. Yields the product C(C)OCC(C(C#N)C1=CC=C(C=C1)OC)=O (4-ethoxy-2-(4-methoxyphenyl)-3-oxobutanenitrile). Yield: 70.0%. Reaction SMILES: [O-:1][CH2:2]C.[Na+].C[C:6]1[CH:11]=[CH:10][C:9]([CH2:12][C:13]#[N:14])=[CH:8][CH:7]=1.[CH2:15]([O:17][CH2:18][C:19](OCC)=[O:20])[CH3:16]>C(O)C>[CH2:15]([O:17][CH2:18][C:19](=[O:20])[CH:12]([C:9]1[CH:8]=[CH:7][C:6]([O:1][CH3:2])=[CH:11][CH:10]=1)[C:13]#[N:14])[CH3:16] |f:0.1|. Procedure details: Sodium ethoxide (2 eq) is dissolved in ethanol (200 mL) and 4-methylphenylacetonitrile (10.0) and ethyl ethoxyacetate (1.5 eq) are slowly added. The reaction mixture is stirred for 1 hour under reflux. Upon completion of the reaction, ethanol is removed under reduced pressure and water (100 mL) and ethyl acetate are added. The organic layer is removed and the aqueous layer is acidified by adding acetic acid (10 mL) and extracted 3 times with ethyl acetate. The extracted organic layer is collecte...